From a dataset of the Open Reaction Database (ORD), a public repository of structured organic reaction records. describe an organic reaction: reactants, conditions, products, and yield The reactants are COC=1C=C(C=CC1OC)CCO (2-(3,4-dimethoxyphenyl)ethanol), S(=O)(Cl)Cl (thionyl chloride). Run in C(Cl)(Cl)Cl (chloroform). The product is ClCCC1=CC(=C(C=C1)OC)OC (4-(2-chloroethyl)-1,2-dimethoxybenzene). Reaction SMILES: [CH3:1][O:2][C:3]1[CH:4]=[C:5]([CH2:11][CH2:12]O)[CH:6]=[CH:7][C:8]=1[O:9][CH3:10].S(Cl)([Cl:16])=O>C(Cl)(Cl)Cl>[Cl:16][CH2:12][CH2:11][C:5]1[CH:6]=[CH:7][C:8]([O:9][CH3:10])=[C:3]([O:2][CH3:1])[CH:4]=1. Procedure: The reaction mixture of 2-(3,4-dimethoxyphenyl)ethanol (6.0 g, 32.8 mmol) and thionyl chloride (19 g, 164 mmol) in chloroform (20 mL) was stirred at reflux for 4 h, concentrated, and partitioned between water and ethyl acetate. The organic layer was washed with NaHCO3 and brine, dried over anhydrous sodium sulfate, and concentrated to afford 4-(2-chloroethyl)-1,2-dimethoxybenzene (K) quantitatively (6.6 g). Starting materials: CC(=O)O[BH-](OC(C)=O)OC(C)=O, O=Cc1nc2nc(Cl)nc(N3CCOCC3)c2s1, ClCCCl, CC(C)(O)C1CCNCC1, [Na+]. Yields the product CC(C)(O)C1CCN(Cc2nc3nc(Cl)nc(N4CCOCC4)c3s2)CC1. Reaction SMILES: [C:29]([O:30][BH-:31]([O:32][C:33](=[O:34])[CH3:35])[O:36][C:37](=[O:38])[CH3:39])(=[O:40])[CH3:41].[Cl:1][c:2]1[n:3][c:4]([N:13]2[CH2:14][CH2:15][O:16][CH2:17][CH2:18]2)[c:5]2[c:6]([n:7]1)[n:8][c:9]([CH:11]=[O:12])[s:10]2.[Cl:43][CH2:44][CH2:45][Cl:46].[NH:19]1[CH2:20][CH2:21][CH:22]([C:25]([CH3:26])([CH3:27])[OH:28])[CH2:23][CH2:24]1.[Na+:42]>>[Cl:1][c:2]1[n:3][c:4]([N:13]2[CH2:14][CH2:15][O:16][CH2:17][CH2:18]2)[c:5]2[c:6]([n:7]1)[n:8][c:9]([CH2:11][N:19]1[CH2:20][CH2:21][CH:22]([C:25]([CH3:26])([CH3:27])[OH:28])[CH2:23][CH2:24]1)[s:10]2. The reactants are [Br-], O=C(NCc1ccc(Br)nc1)c1cncc2c1cnn2-c1ccc(F)cc1, COC(=O)CCS(=O)[O-], CS(C)=O, [Cu]I, [Na+]. The product is COC(=O)CCS(=O)(=O)c1ccc(CNC(=O)c2cncc3c2cnn3-c2ccc(F)cc2)cn1. Reaction SMILES: [Br-:38].[Br:1][c:2]1[cH:3][cH:4][c:5]([CH2:8][NH:9][C:10](=[O:11])[c:12]2[c:13]3[c:14]([cH:15][n:16][cH:17]2)[n:18](-[c:21]2[cH:22][cH:23][c:24]([F:27])[cH:25][cH:26]2)[n:19][cH:20]3)[cH:6][n:7]1.[CH3:28][O:29][C:30]([CH2:31][CH2:32][S:33](=[O:34])[O-:35])=[O:36].[CH3:39][S:40]([CH3:41])=[O:42].[Cu:43][I:44].[Na+:37]>>[c:2]1([S:33]([CH2:32][CH2:31][C:30]([O:29][CH3:28])=[O:36])(=[O:34])=[O:35])[cH:3][cH:4][c:5]([CH2:8][NH:9][C:10](=[O:11])[c:12]2[c:13]3[c:14]([cH:15][n:16][cH:17]2)[n:18](-[c:21]2[cH:22][cH:23][c:24]([F:27])[cH:25][cH:26]2)[n:19][cH:20]3)[cH:6][n:7]1. Starting materials: O1C(C1)CN1C2=CC=CC=C2SC=2C=CC(=CC12)C(F)(F)F ((±)-10-(oxiran-2-ylmethyl)-2-(trifluoromethyl)-10H-phenothiazine), CC(C)(C)O (2-methyl-2-propanol), N1CCOCC1 (morpholine). Product: O1CCN(CC1)CC(CN1C2=CC=CC=C2SC=2C=CC(=CC12)C(F)(F)F)O ((±)-1-morpholino-3-(2-(trifluoromethyl)-10H-phenothiazin-10-yl)propan-2-ol). As a reaction SMILES: [O:1]1[CH2:3][CH:2]1[CH2:4][N:5]1[C:18]2[CH:17]=[C:16]([C:19]([F:22])([F:21])[F:20])[CH:15]=[CH:14][C:13]=2[S:12][C:11]2[C:6]1=[CH:7][CH:8]=[CH:9][CH:10]=2.CC(O)(C)C.[NH:28]1[CH2:33][CH2:32][O:31][CH2:30][CH2:29]1>>[O:31]1[CH2:32][CH2:33][N:28]([CH2:3][CH:2]([OH:1])[CH2:4][N:5]2[C:18]3[CH:17]=[C:16]([C:19]([F:21])([F:20])[F:22])[CH:15]=[CH:14][C:13]=3[S:12][C:11]3[C:6]2=[CH:7][CH:8]=[CH:9][CH:10]=3)[CH2:29][CH2:30]1. Reported procedure: Utilizing the procedure outline in Example 1, Step 2, (±)-10-(oxiran-2-ylmethyl)-2-(trifluoromethyl)-10H-phenothiazine and 2-methyl-2-propanol (127 mg, 0.39 mmol) was reacted with morpholine (41 μL, 0.48 mmol) to afford the title compound. LCMS m/z 411 (M+H) Reactants: CC(=O)OCC1=C(N2[C@@H]([C@@H](C2=O)NC(=O)CC3=CC=CS3)SC1)C(=O)[O-].[Na+] (cephalothin sodium salt), C([O-])(O)=O.[Na+] (sodium bicarbonate), [N-]=[N+]=[N-].[Na+] (sodium azide). Run in O (water). Run at temperature 37 fahrenheit. The product is N12C=C(CSC2CC1)C(=O)O (5-thia-1-azabicyclo[4.2.0]oct-2-ene-3-carboxylic acid). As a reaction SMILES: CC([O:4][CH2:5][C:6]1[CH2:23][S:22][C@@H:9]2[C@H:10](NC(CC3SC=CC=3)=O)[C:11](=O)[N:8]2[C:7]=1C([O-])=O)=O.[Na+].C(=O)(O)[O-:29].[Na+].[N-]=[N+]=[N-].[Na+]>O>[N:8]12[CH2:11][CH2:10][CH:9]1[S:22][CH2:23][C:6]([C:5]([OH:4])=[O:29])=[CH:7]2 |f:0.1,2.3,4.5|. Procedure details: A solution of commercial cephalothin sodium salt (5.0 g), sodium bicarbonate (1.06 g), sodium azide (0.82 g) and water (75 ml) is heated at approximately 50° C. (122° F.) until TLC (thin layer chromatography) shows the starting material is consumed. The reaction is cooled to approximately 3° C. (37° F.), covered with ethyl acetate and acidified with 1N HC1. The ethyl acetate extract is dried over Na2SO4, filtered and the filtrate is concentrated to dryness to give [6R[6a,7B]]-3-(azidomethyl)-8-o... Starting materials: FC(OC1=C(C(=CC=2NC(=NC21)S)OC)OC)F (4-difluoromethoxy-5,6-dimethoxy-1H-benzimidazole-2-thiol), Cl.ClCC1=NC=CC(=C1C)OC (2-chloromethyl-4-methoxy-3-methylpyridine hydrochloride), [OH-].[Na+] (sodium hydroxide). Run in C(C)O (ethanol), O (water), O (water). The product is FC(OC1=C(C(=CC=2NC(=NC21)SCC2=NC=CC(=C2C)OC)OC)OC)F (4-Difluoromethoxy-5,6-dimethoxy-2-[(4-methoxy-3-methyl-2-pyridyl)methylthio]-1H-benzimidazole). Yield: 87.7%. As a reaction SMILES: [F:1][CH:2]([F:18])[O:3][C:4]1[C:12]2[N:11]=[C:10]([SH:13])[NH:9][C:8]=2[CH:7]=[C:6]([O:14][CH3:15])[C:5]=1[O:16][CH3:17].Cl.Cl[CH2:21][C:22]1[C:27]([CH3:28])=[C:26]([O:29][CH3:30])[CH:25]=[CH:24][N:23]=1.[OH-].[Na+]>O.C(O)C>[F:18][CH:2]([F:1])[O:3][C:4]1[C:12]2[N:11]=[C:10]([S:13][CH2:21][C:22]3[C:27]([CH3:28])=[C:26]([O:29][CH3:30])[CH:25]=[CH:24][N:23]=3)[NH:9][C:8]=2[CH:7]=[C:6]([O:14][CH3:15])[C:5]=1[O:16][CH3:17] |f:1.2,3.4|. Reported procedure: 1.0 g of 4-difluoromethoxy-5,6-dimethoxy-1H-benzimidazole-2-thiol, 0.75 g of 2-chloromethyl-4-methoxy-3-methylpyridine hydrochloride, 0.3 g of sodium hydroxide, 2 ml of water and 10 ml of ethanol are stirred for 2.5 h at 60° C. The mixture is poured onto 100 ml of water and cooled in an ice bath. This gives 1.3 g (87%) of the title compound (m.p. 177°-179° C., from diisopropyl ether).